This data is from the Open Reaction Database (ORD), a public repository of structured organic reaction records. The task is: describe an organic reaction: reactants, conditions, products, and yield The reactants are intermediate 42, COC1=C(C=CC(=C1)CN1CCCC1)O (2-Methoxy-4-(pyrrolidin-1-ylmethyl)phenol), CC(C)([O-])C.[K+] (potassium tert-butoxide), intermediate 41, CS(=O)(=O)O[C@@H]1C[C@@H](C1)CN1CCOCC1 (cis-3-(Morpholin-4-ylmethyl)cyclobutyl methanesulfonate). Reagents/catalysts: [Br-].C(CCC)[N+](CCCC)(CCCC)CCCC (tetrabutylammonium bromide). Solvent: CCOC(=O)C (EtOAc), CS(=O)C (DMSO), CS(=O)C (DMSO). Product: COC1=C(O[C@@H]2C[C@H](C2)CN2CCOCC2)C=CC(=C1)CN1CCCC1 (4-({trans-3-[2-Methoxy-4-(pyrrolidin-1-ylmethyl)phenoxy]cyclobutyl}methyl)-morpholine). Yield: 6.9%. RXN SMILES: [CH3:1][O:2][C:3]1[CH:8]=[C:7]([CH2:9][N:10]2[CH2:14][CH2:13][CH2:12][CH2:11]2)[CH:6]=[CH:5][C:4]=1[OH:15].CC(C)([O-])C.[K+].CS(O[C@H:27]1[CH2:30][C@@H:29]([CH2:31][N:32]2[CH2:37][CH2:36][O:35][CH2:34][CH2:33]2)[CH2:28]1)(=O)=O>CS(C)=O.[Br-].C([N+](CCCC)(CCCC)CCCC)CCC.CCOC(C)=O>[CH3:1][O:2][C:3]1[CH:8]=[C:7]([CH2:9][N:10]2[CH2:14][CH2:13][CH2:12][CH2:11]2)[CH:6]=[CH:5][C:4]=1[O:15][C@H:27]1[CH2:28][C@H:29]([CH2:31][N:32]2[CH2:33][CH2:34][O:35][CH2:36][CH2:37]2)[CH2:30]1 |f:1.2,5.6|. Reported procedure: A solution of intermediate 42, 2-Methoxy-4-(pyrrolidin-1-ylmethyl)phenol (0.66 g, 32 mmol) and potassium tert-butoxide (0.36 g, 32 mmol) in DMSO (10 mL) was heated to 100° C. under vigorous stirring in a flow of argon. The solution was stirred at this temperature for 15 min. Then a solution of intermediate 41, cis-3-(Morpholin-4-ylmethyl)cyclobutyl methanesulfonate (0.4 g, 16 mmol) in DMSO (10 mL) and tetrabutylammonium bromide (0.16 g, 0.48 mmol) were added. The mixture was stirred at 100° C. f...